This data is from the Open Reaction Database (ORD), a public repository of structured organic reaction records. The task is: describe an organic reaction: reactants, conditions, products, and yield Starting materials: C(C)(C)(C)C=1C=C(C=C(C(=O)OC)C1)C(=O)OC (dimethyl 5-tert-butylisophthalate), O.[OH-].[Li+] (lithium hydroxide monohydrate). Run in C1CCOC1 (THF), Cl (HCl), O (water). Reaction conditions: time 3 hour. Product: C(C)(C)(C)C=1C=C(C(=O)O)C=C(C1)C(=O)OC (3-tert-butyl-5-(methoxycarbonyl)benzoic acid). Isolated yield 29.6%. RXN SMILES: [C:1]([C:5]1[CH:6]=[C:7]([C:15]([O:17]C)=[O:16])[CH:8]=[C:9]([CH:14]=1)[C:10]([O:12][CH3:13])=[O:11])([CH3:4])([CH3:3])[CH3:2].O.[OH-].[Li+]>C1COCC1.O.Cl>[C:1]([C:5]1[CH:6]=[C:7]([CH:8]=[C:9]([C:10]([O:12][CH3:13])=[O:11])[CH:14]=1)[C:15]([OH:17])=[O:16])([CH3:4])([CH3:2])[CH3:3] |f:1.2.3|. Procedure details: To a solution of dimethyl 5-tert-butylisophthalate (2.5 g, 10 mmol) in 20 mL of THF cooled to 0° C. was added dropwise a solution of lithium hydroxide monohydrate (168 mg, 7 mmol) in 5.0 mL of water. The reaction mixture was stirred at RT for 3 h. THF was removed under reduced pressure to give a yellow oil which was diluted with 10 mL of 1 N HCl. The aqueous phase was extracted with EtOAc (2×25 mL), and the extracts were combined, dried over Na2SO4, and concentrated to afford 700 mg of 3-tert-bu...